Dataset: the Open Reaction Database (ORD), a public repository of structured organic reaction records. Task: describe an organic reaction: reactants, conditions, products, and yield Starting materials: C(CCl)Cl (EDC), C=1C=CC2=C(C1)N=NN2O (HOBT), CC(C)(C)N (2-methylpropan-2-amine), ClC1=CC=C2C(=NN(C2=C1)C)C=1N=C2C(=NC1)N(C=C2C(=O)O)COCC[Si](C)(C)C (2-(6-chloro-1-methyl-1H-indazol-3-yl)-5-((2-(trimethylsilyl)ethoxy)methyl)-5H-pyrrolo[2,3-b]pyrazine-7-carboxylic acid). Solvent: CN(C)C=O (DMF), C(C)(=O)OCC (ethyl acetate). The product is C(C)(C)(C)NC(=O)C1=CN(C2=NC=C(N=C21)C2=NN(C1=CC(=CC=C21)Cl)C)COCC[Si](C)(C)C (N-tert-butyl-2-(6-chloro-1-methyl-1H-indazol-3-yl)-5-((2-(trimethylsilyl)ethoxy)methyl)-5H-pyrrolo[2,3-b]pyrazine-7-carboxamide). Isolated yield 112.7%. RXN SMILES: [Cl:1][C:2]1[CH:10]=[C:9]2[C:5]([C:6]([C:12]3[N:13]=[C:14]4[C:20]([C:21]([OH:23])=O)=[CH:19][N:18]([CH2:24][O:25][CH2:26][CH2:27][Si:28]([CH3:31])([CH3:30])[CH3:29])[C:15]4=[N:16][CH:17]=3)=[N:7][N:8]2[CH3:11])=[CH:4][CH:3]=1.C(Cl)CCl.C1C=CC2N(O)N=NC=2C=1.[CH3:46][C:47]([NH2:50])([CH3:49])[CH3:48]>CN(C=O)C.C(OCC)(=O)C>[C:47]([NH:50][C:21]([C:20]1[C:14]2[C:15](=[N:16][CH:17]=[C:12]([C:6]3[C:5]4[C:9](=[CH:10][C:2]([Cl:1])=[CH:3][CH:4]=4)[N:8]([CH3:11])[N:7]=3)[N:13]=2)[N:18]([CH2:24][O:25][CH2:26][CH2:27][Si:28]([CH3:31])([CH3:29])[CH3:30])[CH:19]=1)=[O:23])([CH3:49])([CH3:48])[CH3:46]. Reported procedure: To a stirred suspension of 2-(6-chloro-1-methyl-1H-indazol-3-yl)-5-((2-(trimethylsilyl)ethoxy)methyl)-5H-pyrrolo[2,3-b]pyrazine-7-carboxylic acid (111 mg, 242 μmol) in DMF (4 mL) was added EDC (107 mg, 557 μmol), HOBT (107 mg, 557 μmol) and 2-methylpropan-2-amine (78.6 mg, 0.113 mL, 1.08 mmol) at 20° C. After 3 h the reaction mixture was diluted with ethyl acetate and washed with 10% citric acid solution. The organic layer was then washed with saturated sodium bicarbonate and brine then dried (s... As a reaction SMILES: [CH2:1]([CH3:2])[N:3]([CH2:4][CH2:5][O:6][c:7]1[cH:8][c:9]([N:13]2[CH2:14][CH2:15][N:16]([C:19]([O:20][C:21]([CH3:22])([CH3:23])[CH3:24])=[O:25])[CH2:17][CH2:18]2)[cH:10][cH:11][cH:12]1)[CH2:26][CH3:27].[CH3:29][OH:30].[ClH:28].[O:31]1[CH2:32][CH2:33][O:34][CH2:35][CH2:36]1>>[CH2:1]([CH3:2])[N:3]([CH2:4][CH2:5][O:6][c:7]1[cH:8][c:9]([N:13]2[CH2:14][CH2:15][NH:16][CH2:17][CH2:18]2)[cH:10][cH:11][cH:12]1)[CH2:26][CH3:27].[ClH:28]. The product is CCN(CC)CCOc1cccc(N2CCNCC2)c1, Cl. Reactants: CCN(CC)CCOc1cccc(N2CCN(C(=O)OC(C)(C)C)CC2)c1, CO, Cl, C1COCCO1. Reactants: ClC1=CC=C(C=C1)B(O)O (4-chlorophenylboronic acid), BrC=1C=C(C=CC1)C(CN1CCCC1)N(C(CN(C)C1=CC(=C(C=C1)Cl)Cl)=O)C (N1-[1-(3-bromophenyl)-2-(1-pyrrolidinyl)ethyl]-N2-(3,4-dichlorophenyl)-N1,N2-dimethylglycinamide). The product is ClC1=CC=C(C=C1)C1=CC(=CC=C1)C(CN1CCCC1)N(C(CN(C)C1=CC(=C(C=C1)Cl)Cl)=O)C (N1-[1-(4′-chloro-3-biphenylyl)-2-(1-pyrrolidinyl)ethyl]-N2-(3,4-dichlorophenyl)-N1,N2-dimethylglycinamide). Reaction SMILES: [Cl:1][C:2]1[CH:7]=[CH:6][C:5](B(O)O)=[CH:4][CH:3]=1.Br[C:12]1[CH:13]=[C:14]([CH:18]([N:25]([CH3:39])[C:26](=[O:38])[CH2:27][N:28]([C:30]2[CH:35]=[CH:34][C:33]([Cl:36])=[C:32]([Cl:37])[CH:31]=2)[CH3:29])[CH2:19][N:20]2[CH2:24][CH2:23][CH2:22][CH2:21]2)[CH:15]=[CH:16][CH:17]=1>>[Cl:1][C:2]1[CH:7]=[CH:6][C:5]([C:12]2[CH:17]=[CH:16][CH:15]=[C:14]([CH:18]([N:25]([CH3:39])[C:26](=[O:38])[CH2:27][N:28]([C:30]3[CH:35]=[CH:34][C:33]([Cl:36])=[C:32]([Cl:37])[CH:31]=3)[CH3:29])[CH2:19][N:20]3[CH2:24][CH2:23][CH2:22][CH2:21]3)[CH:13]=2)=[CH:4][CH:3]=1. Procedure details: The title compound was prepared according to the procedure described for example 33, using 4-chlorophenylboronic acid and the intermediate from step c) above. MS (ES) m/e 532 [M+H]+ Starting materials: O=C([O-])O, CCOC(=O)CC1(C)CCc2c(C)cc(C)c(C)c2O1, O=S(=O)(O)Cl, ClCCl, [Na+]. Yields the product CCOC(=O)CC1(C)CCc2c(C)c(S(=O)(=O)Cl)c(C)c(C)c2O1. Reaction SMILES: [C:26](=[O:27])([O-:28])[OH:29].[CH3:6][C:7]1([CH2:20][C:21](=[O:22])[O:23][CH2:24][CH3:25])[O:8][c:9]2[c:10]([CH3:19])[c:11]([CH3:18])[cH:12][c:13]([CH3:17])[c:14]2[CH2:15][CH2:16]1.[Cl:1][S:2](=[O:3])(=[O:4])[OH:5].[Cl:31][CH2:32][Cl:33].[Na+:30]>>[Cl:1][S:2](=[O:3])(=[O:5])[c:12]1[c:11]([CH3:18])[c:10]([CH3:19])[c:9]2[c:14]([c:13]1[CH3:17])[CH2:15][CH2:16][C:7]([CH3:6])([CH2:20][C:21](=[O:22])[O:23][CH2:24][CH3:25])[O:8]2. Reactants: CO, COC(=O)c1ccc(CC(Cn2cncc2C)c2ccc(F)cc2)cc1-c1ccccc1, [Na+], [OH-]. The product is Cc1cncn1CC(Cc1ccc(C(=O)O)c(-c2ccccc2)c1)c1ccc(F)cc1. Reaction SMILES: [CH3:35][OH:36].[F:1][c:2]1[cH:3][cH:4][c:5]([CH:8]([CH2:9][c:10]2[cH:11][c:12](-[c:20]3[cH:21][cH:22][cH:23][cH:24][cH:25]3)[c:13]([C:14](=[O:15])[O:16][CH3:17])[cH:18][cH:19]2)[CH2:26][n:27]2[cH:28][n:29][cH:30][c:31]2[CH3:32])[cH:6][cH:7]1.[Na+:34].[OH-:33]>>[F:1][c:2]1[cH:3][cH:4][c:5]([CH:8]([CH2:9][c:10]2[cH:11][c:12](-[c:20]3[cH:21][cH:22][cH:23][cH:24][cH:25]3)[c:13]([C:14](=[O:15])[OH:16])[cH:18][cH:19]2)[CH2:26][n:27]2[cH:28][n:29][cH:30][c:31]2[CH3:32])[cH:6][cH:7]1. Reactants: C1CCOC1, [Li+], COC(=O)C(CC(=O)N1CCC(N2CCc3ccccc3NC2=O)CC1)Cc1cc(C)c(N)c(Cl)c1, [OH-], O. Product: Cc1cc(CC(CC(=O)N2CCC(N3CCc4ccccc4NC3=O)CC2)C(=O)O)cc(Cl)c1N. As a reaction SMILES: [CH2:39]1[O:40][CH2:41][CH2:42][CH2:43]1.[Li+:38].[NH2:1][c:2]1[c:3]([Cl:36])[cH:4][c:5]([CH2:6][CH:7]([C:8](=[O:9])[O:10][CH3:11])[CH2:12][C:13]([N:14]2[CH2:15][CH2:16][CH:17]([N:20]3[C:21](=[O:31])[NH:22][c:23]4[c:24]([cH:27][cH:28][cH:29][cH:30]4)[CH2:25][CH2:26]3)[CH2:18][CH2:19]2)=[O:32])[cH:33][c:34]1[CH3:35].[OH-:37].[OH2:44]>>[NH2:1][c:2]1[c:3]([Cl:36])[cH:4][c:5]([CH2:6][CH:7]([C:8](=[O:9])[OH:10])[CH2:12][C:13]([N:14]2[CH2:15][CH2:16][CH:17]([N:20]3[C:21](=[O:31])[NH:22][c:23]4[c:24]([cH:27][cH:28][cH:29][cH:30]4)[CH2:25][CH2:26]3)[CH2:18][CH2:19]2)=[O:32])[cH:33][c:34]1[CH3:35]. Starting materials: C=C(C)c1cccc2c1OCCN(C(=O)OC(C)(C)C)C2, CO. Product: CC(C)c1cccc2c1OCCN(C(=O)OC(C)(C)C)C2. As a reaction SMILES: [CH3:1][C:2](=[CH2:3])[c:4]1[cH:5][cH:6][cH:7][c:8]2[c:14]1[O:13][CH2:12][CH2:11][N:10]([C:15](=[O:16])[O:17][C:18]([CH3:19])([CH3:20])[CH3:21])[CH2:9]2.[CH3:22][OH:23]>>[CH3:1][CH:2]([CH3:3])[c:4]1[cH:5][cH:6][cH:7][c:8]2[c:14]1[O:13][CH2:12][CH2:11][N:10]([C:15](=[O:16])[O:17][C:18]([CH3:19])([CH3:20])[CH3:21])[CH2:9]2. Yield: 79.0%. Reaction conditions: time 1 hour. Yields the product COC1=C(C=C(C=C1)[N+](=O)[O-])C(C)O (1-(2-methoxy-5-nitrophenyl)ethanol). RXN SMILES: [CH3:1][O:2][C:3]1[CH:10]=[CH:9][C:8]([N+:11]([O-:13])=[O:12])=[CH:7][C:4]=1[CH:5]=[O:6].[CH3:14][Al](C)C.O>C1(C)C=CC=CC=1.CCCCCC>[CH3:1][O:2][C:3]1[CH:10]=[CH:9][C:8]([N+:11]([O-:13])=[O:12])=[CH:7][C:4]=1[CH:5]([OH:6])[CH3:14]. Procedure details: To a solution of 2-methoxy-5-nitrobenzaldehyde (450 mg) in toluene (30 ml), a solution of trimethylaluminum in hexane (3.0 ml) was added dropwise under ice cooling. After stirring at room temperature for 1 h, water was added to the reaction mixture, which was extracted with ethyl acetate. The organic layer was washed successively with water and a saturated aqueous sodium chloride solution, dried with anhydrous sodium sulfate and the solvent was distilled off under reduced pressure. The resulting... Reactants: O (water), COC1=C(C=O)C=C(C=C1)[N+](=O)[O-] (2-methoxy-5-nitrobenzaldehyde), C[Al](C)C (trimethylaluminum). Solvent: C1(=CC=CC=C1)C (toluene), CCCCCC (hexane).